Dataset: the Open Reaction Database (ORD), a public repository of structured organic reaction records. Task: describe an organic reaction: reactants, conditions, products, and yield The reactants are COCCOC, CS(=O)c1nc(N)nc(-c2ccco2)c1Cl, NCCc1ccc(O)cc1. Product: Nc1nc(NCCc2ccc(O)cc2)c(Cl)c(-c2ccco2)n1. As a reaction SMILES: [CH3:27][O:28][CH2:29][CH2:30][O:31][CH3:32].[Cl:1][c:2]1[c:3](-[c:12]2[o:13][cH:14][cH:15][cH:16]2)[n:4][c:5]([NH2:11])[n:6][c:7]1[S:8]([CH3:9])=[O:10].[NH2:17][CH2:18][CH2:19][c:20]1[cH:21][cH:22][c:23]([OH:24])[cH:25][cH:26]1>>[Cl:1][c:2]1[c:3](-[c:12]2[o:13][cH:14][cH:15][cH:16]2)[n:4][c:5]([NH2:11])[n:6][c:7]1[NH:17][CH2:18][CH2:19][c:20]1[cH:21][cH:22][c:23]([OH:24])[cH:25][cH:26]1.